This data is from the Open Reaction Database (ORD), a public repository of structured organic reaction records. The task is: describe an organic reaction: reactants, conditions, products, and yield Reactants: C(C=C)(=O)Cl (acryloyl chloride), CN(C1CN(C1)C1=C(C=C(C(=C1)OC)NC1=NC=CC(=N1)C=1C=NN2C1CCCC2)N)C (4-(3-dimethylaminoazetidin-1-yl)-6-methoxy-N-[4-(4,5,6,7-tetrahydropyrazolo[1,5-a]pyridin-3-yl)pyrimidin-2-yl]benzene-1,3-diamine), CN(C1CN(C1)C1=C(C=C(C(=C1)OC)NC1=NC=CC(=N1)C=1C=NN2C1CCCC2)N)C (4-(3-dimethylaminoazetidin-1-yl)-6-methoxy-N-[4-(4,5,6,7-tetrahydropyrazolo[1,5-a]pyridin-3-yl)pyrimidin-2-yl]benzene-1,3-diamine). Solvent: C(Cl)Cl (CH2Cl2), C(Cl)Cl (CH2Cl2), C(Cl)Cl (CH2Cl2). Conditions: time 10 minute. Yields the product CN(C1CN(C1)C1=C(C=C(C(=C1)OC)NC1=NC=CC(=N1)C=1C=NN2C1CCCC2)NC(C=C)=O)C (N-(2-{3-Dimethylaminoazetidin-1-yl}-4-methoxy-5-{[4-(4,5,6,7-tetrahydropyrazolo[1,5-a]pyridin-3-yl)pyrimidin-2-yl]amino}phenyl)prop-2-enamide). Yield: 45.8%. Reaction SMILES: [C:1](Cl)(=[O:4])[CH:2]=[CH2:3].[CH3:6][N:7]([CH3:37])[CH:8]1[CH2:11][N:10]([C:12]2[CH:17]=[C:16]([O:18][CH3:19])[C:15]([NH:20][C:21]3[N:26]=[C:25]([C:27]4[CH:28]=[N:29][N:30]5[CH2:35][CH2:34][CH2:33][CH2:32][C:31]=45)[CH:24]=[CH:23][N:22]=3)=[CH:14][C:13]=2[NH2:36])[CH2:9]1>C(Cl)Cl>[CH3:37][N:7]([CH3:6])[CH:8]1[CH2:9][N:10]([C:12]2[CH:17]=[C:16]([O:18][CH3:19])[C:15]([NH:20][C:21]3[N:26]=[C:25]([C:27]4[CH:28]=[N:29][N:30]5[CH2:35][CH2:34][CH2:33][CH2:32][C:31]=45)[CH:24]=[CH:23][N:22]=3)=[CH:14][C:13]=2[NH:36][C:1](=[O:4])[CH:2]=[CH2:3])[CH2:11]1. Procedure: A solution of acryloyl chloride (22.5 mg, 0.25 mmol) in CH2Cl2 (1 mL) was added dropwise to a stirred solution of 4-(3-dimethylaminoazetidin-1-yl)-6-methoxy-N-[4-(4,5,6,7-tetrahydropyrazolo[1,5-a]pyridin-3-yl)pyrimidin-2-yl]benzene-1,3-diamine (Intermediate 139, 108 mg, 0.25 mmol) in CH2Cl2 (12 mL), which was cooled in an ice/water bath. The solution was stirred for 10 minutes while being cooled by the bath, was then allowed to warm to r.t. and was then stirred for 1 h. The mixture was then dilu... Starting materials: CC(C(=O)OC(C)(C)C)(CC(=O)O[C@@H]1C([C@@H]2CC[C@]3([C@@]4(CC[C@@]5(C([C@H]4CC[C@@H]3[C@]2(CC1)C)=C(C(C5)=O)C(C)C)\C=C\C(=O)N[C@@H](C)C5=C(C=CC=C5)Cl)C)C)(C)C)C (1-tert-butyl 4-((3aS,5aR,5bR,7aR,9S,11aR,11bR,13aS)-3a-((E)-3-(((S)-1-(2-chlorophenyl)ethyl)amino)-3-oxoprop-1-en-1-yl)-1-isopropyl-5a,5b,8,8,11a-pentamethyl-2-oxo-3,3a,4,5,5a,5b,6,7,7a,8,9,10,11,11a,11b,12,13,13a-octadecahydro-2H-cyclopenta[a]chrysen-9-yl) 2,2-dimethylsuccinate), FC(C(=O)O)(F)F (trifluoroacetic acid). Solvent: ClCCl (dichloromethane). Reaction conditions: time 2 hour. Yields the product ClC1=C(C=CC=C1)[C@H](C)NC(/C=C/[C@]12C([C@H]3CC[C@@H]4[C@]5(CC[C@@H](C([C@@H]5CC[C@]4([C@@]3(CC1)C)C)(C)C)OC(CC(C(=O)O)(C)C)=O)C)=C(C(C2)=O)C(C)C)=O (4-(((3aS,5aR,5bR,7aR,9S,11aR,11bR,13aS)-3a-((E)-3-(((S)-1-(2-Chlorophenyl)ethyl)amino)-3-oxoprop-1-en-1-yl)-1-isopropyl-5a,5b,8,8,11a-pentamethyl-2-oxo-3,3a,4,5,5a,5b,6,7,7a,8,9,10,11,11a,11b,12,13,13a-octadecahydro-2H-cyclopenta[a]chrysen-9-yl)oxy)-2,2-dimethyl-4-oxobutanoic acid). Isolated yield 50.3%. Reaction SMILES: [CH3:1][C:2]([CH3:58])([CH2:10][C:11]([O:13][C@H:14]1[CH2:31][CH2:30][C@@:29]2([CH3:32])[C@@H:16]([CH2:17][CH2:18][C@:19]3([CH3:55])[C@@H:28]2[CH2:27][CH2:26][C@H:25]2[C@@:20]3([CH3:54])[CH2:21][CH2:22][C@@:23]3(/[CH:40]=[CH:41]/[C:42]([NH:44][C@H:45]([C:47]4[CH:52]=[CH:51][CH:50]=[CH:49][C:48]=4[Cl:53])[CH3:46])=[O:43])[CH2:35][C:34](=[O:36])[C:33]([CH:37]([CH3:39])[CH3:38])=[C:24]32)[C:15]1([CH3:57])[CH3:56])=[O:12])[C:3]([O:5]C(C)(C)C)=[O:4].FC(F)(F)C(O)=O>ClCCl>[Cl:53][C:48]1[CH:49]=[CH:50][CH:51]=[CH:52][C:47]=1[C@@H:45]([NH:44][C:42](=[O:43])/[CH:41]=[CH:40]/[C@:23]12[CH2:35][C:34](=[O:36])[C:33]([CH:37]([CH3:39])[CH3:38])=[C:24]1[C@@H:25]1[C@@:20]([CH3:54])([CH2:21][CH2:22]2)[C@@:19]2([CH3:55])[C@@H:28]([C@:29]3([CH3:32])[C@@H:16]([CH2:17][CH2:18]2)[C:15]([CH3:56])([CH3:57])[C@@H:14]([O:13][C:11](=[O:12])[CH2:10][C:2]([CH3:1])([CH3:58])[C:3]([OH:5])=[O:4])[CH2:31][CH2:30]3)[CH2:27][CH2:26]1)[CH3:46]. Procedure: To a solution of 1-tert-butyl 4-((3aS,5aR,5bR,7aR,9S,11aR,11bR,13aS)-3a-((E)-3-(((S)-1-(2-chlorophenyl)ethyl)amino)-3-oxoprop-1-en-1-yl)-1-isopropyl-5a,5b,8,8,11a-pentamethyl-2-oxo-3,3a,4,5,5a,5b,6,7,7a,8,9,10,11,11a,11b,12,13,13a-octadecahydro-2H-cyclopenta[a]chrysen-9-yl) 2,2-dimethylsuccinate (150 mg, 0.183 mmol), trifluoroacetic acid (1 mL, 12.98 mmol) in dichloromethane (4 mL) stirred at rt. The reaction mixture was stirred at rt for 2 h. The reaction mixture was evaporated and then purifie... Reactants: ethyl and methyl esters, C(C)(C)N(C(C)=O)C1=C(CCCC1)C(=O)O (2-(N-isopropyl-acetamido)cyclohex-1-ene-1-carboxylic acid), C[O-].[Na+] (sodium methoxide). Solvent: O1CCOCC1 (dioxan). The product is OC1=CC(N(C=2CCCCC12)C(C)C)=O (4-Hydroxy-1-isopropyl-5,6,7,8-tetrahydrocarbostyril). Reaction SMILES: [CH:1]([N:4]([C:8]1[CH2:13][CH2:12][CH2:11][CH2:10][C:9]=1[C:14]([OH:16])=O)[C:5](=[O:7])[CH3:6])([CH3:3])[CH3:2].C[O-].[Na+]>O1CCOCC1>[OH:16][C:14]1[C:9]2[CH2:10][CH2:11][CH2:12][CH2:13][C:8]=2[N:4]([CH:1]([CH3:3])[CH3:2])[C:5](=[O:7])[CH:6]=1 |f:1.2|. Procedure: Cyclisation of a 60:40 mixture of the ethyl and methyl esters of 2-(N-isopropyl-acetamido)cyclohex-1-ene-1-carboxylic acid (14.16 g; 0.057 mole) with sodium methoxide (3.5 g; 0.064 mole) in dry dioxan (100 ml) over 6 hrs. at 100° C gave the title compound and after work-up as in Example 8. It had m.p. (EtOH) 304° - 307° C (d). The reactants are COC=1C=C(C=C(C1OC)OC)NC=1OC2=C(N1)C=CC=C2C=2C=C(SC2)C(=O)O (4-[2-(3,4,5-trimethoxy-phenylamino)-benzooxazol-7-yl]-thiophene-2-carboxylic acid), CCN=C=NCCCN(C)C.Cl (EDC-HCl), CN.C1CCOC1 (methylamine THF), C=1C=CC2=C(C1)N=NN2O (HOBt). Reagents/catalysts: CN(C)C=1C=CN=CC1 (DMAP). Run in ClCCl (dichloromethane), CCOC(=O)C (EtOAc). Conditions: time 72 hour. The product is CNC(=O)C=1SC=C(C1)C1=CC=CC=2N=C(OC21)NC2=CC(=C(C(=C2)OC)OC)OC (4-[2-(3,4,5-Trimethoxy-phenylamino)-benzooxazol-7-yl]-thiophene-2-carboxylic acid methylamide). As a reaction SMILES: [CH3:1][O:2][C:3]1[CH:4]=[C:5]([NH:13][C:14]2[O:15][C:16]3[C:22]([C:23]4[CH:24]=[C:25]([C:28](O)=[O:29])[S:26][CH:27]=4)=[CH:21][CH:20]=[CH:19][C:17]=3[N:18]=2)[CH:6]=[C:7]([O:11][CH3:12])[C:8]=1[O:9][CH3:10].C[CH2:32][N:33]=C=NCCCN(C)C.Cl.CN.C1COCC1.C1C=CC2N(O)N=NC=2C=1>CN(C1C=CN=CC=1)C.CCOC(C)=O.ClCCl>[CH3:32][NH:33][C:28]([C:25]1[S:26][CH:27]=[C:23]([C:22]2[C:16]3[O:15][C:14]([NH:13][C:5]4[CH:6]=[C:7]([O:11][CH3:12])[C:8]([O:9][CH3:10])=[C:3]([O:2][CH3:1])[CH:4]=4)=[N:18][C:17]=3[CH:19]=[CH:20][CH:21]=2)[CH:24]=1)=[O:29] |f:1.2,3.4|. Procedure details: A mixture of 0.04 g (0.083 mmol) 4-[2-(3,4,5-trimethoxy-phenylamino)-benzooxazol-7-yl]-thiophene-2-carboxylic acid, 0.025 g (0.127 mmol) EDC-HCl, 0.016 g (0.128 mmol) DMAP, 0.83 ml (1.7 mmol) methylamine THF solution (2M), 0.012 g (0.088 mmol) HOBt and 4 ml dichloromethane is stirred at room temperature for 72 h. Then EtOAc is added to the reaction mixture and the organic layer is washed with water (2×), dried over MgSO4, filtered and the filtrate is concentrated in vacuo. The residue is purifie... Starting materials: CCCn1c(CCc2ccc(OC(C)(C)C(=O)OCC)cc2)nn(-c2ccc(C(F)(F)F)cc2)c1=O, CCO, [Na+], [OH-]. Product: CCCn1c(CCc2ccc(OC(C)(C)C(=O)O)cc2)nn(-c2ccc(C(F)(F)F)cc2)c1=O. Reaction SMILES: [CH2:1]([CH3:2])[O:3][C:4]([C:5]([CH3:6])([O:7][c:8]1[cH:9][cH:10][c:11]([CH2:14][CH2:15][c:16]2[n:17][n:18](-[c:25]3[cH:26][cH:27][c:28]([C:31]([F:32])([F:33])[F:34])[cH:29][cH:30]3)[c:19](=[O:24])[n:20]2[CH2:21][CH2:22][CH3:23])[cH:12][cH:13]1)[CH3:35])=[O:36].[CH3:39][CH2:40][OH:41].[Na+:38].[OH-:37]>>[O:3]=[C:4]([C:5]([CH3:6])([O:7][c:8]1[cH:9][cH:10][c:11]([CH2:14][CH2:15][c:16]2[n:17][n:18](-[c:25]3[cH:26][cH:27][c:28]([C:31]([F:32])([F:33])[F:34])[cH:29][cH:30]3)[c:19](=[O:24])[n:20]2[CH2:21][CH2:22][CH3:23])[cH:12][cH:13]1)[CH3:35])[OH:36]. Starting materials: solution, COCCOCC(=O)O ((2-methoxyethoxy)acetic acid), S(O)(O)(=O)=O (sulfuric acid), C(C)O (ethanol). Product: COCCOCC(=O)OCC (Ethyl (2-methoxyethoxy)acetate). RXN SMILES: [CH3:1][O:2][CH2:3][CH2:4][O:5][CH2:6][C:7]([OH:9])=[O:8].S(=O)(=O)(O)O.[CH2:15](O)[CH3:16]>>[CH3:1][O:2][CH2:3][CH2:4][O:5][CH2:6][C:7]([O:9][CH2:15][CH3:16])=[O:8]. Reported procedure: 150 mL solution of 10 g (2-methoxyethoxy)acetic acid and 1 mL conc. sulfuric acid in ethanol was heated for 3 hours under reflux, and then the solvent was removed. The resulting residue was diluted with ethyl acetate and washed with an aqueous saturated sodium bicarbonate solution and brine. The organic layer was dried over anhydrous sodium sulfate, and then the solvent was removed, whereby 9.5 g of the title compound (colorless oil) was obtained. Reactants: CSc1ncc2ccc(Br)n2n1, Cc1ccc(B(O)O)c([N+](=O)[O-])c1, [Na+], [Na+], O=C([O-])[O-], C1COCCO1, O, c1ccc(P(c2ccccc2)(c2ccccc2)[Pd](P(c2ccccc2)(c2ccccc2)c2ccccc2)(P(c2ccccc2)(c2ccccc2)c2ccccc2)P(c2ccccc2)(c2ccccc2)c2ccccc2)cc1. The product is CSc1ncc2ccc(-c3ccc(C)cc3[N+](=O)[O-])n2n1. Reaction SMILES: [Br:1][c:2]1[cH:3][cH:4][c:5]2[cH:6][n:7][c:8]([S:11][CH3:12])[n:9][n:10]12.[N+:13](=[O:14])([O-:15])[c:16]1[c:17]([B:23]([OH:24])[OH:25])[cH:18][cH:19][c:20]([CH3:22])[cH:21]1.[Na+:26].[Na+:27].[O-:28][C:29](=[O:30])[O-:31].[O:33]1[CH2:34][CH2:35][O:36][CH2:37][CH2:38]1.[OH2:32].[cH:39]1[cH:40][cH:41][c:42]([P:43]([Pd:44]([P:45]([c:46]2[cH:47][cH:48][cH:49][cH:50][cH:51]2)([c:52]2[cH:53][cH:54][cH:55][cH:56][cH:57]2)[c:58]2[cH:59][cH:60][cH:61][cH:62][cH:63]2)([P:64]([c:65]2[cH:66][cH:67][cH:68][cH:69][cH:70]2)([c:71]2[cH:72][cH:73][cH:74][cH:75][cH:76]2)[c:77]2[cH:78][cH:79][cH:80][cH:81][cH:82]2)[P:83]([c:84]2[cH:85][cH:86][cH:87][cH:88][cH:89]2)([c:90]2[cH:91][cH:92][cH:93][cH:94][cH:95]2)[c:96]2[cH:97][cH:98][cH:99][cH:100][cH:101]2)([c:102]2[cH:103][cH:104][cH:105][cH:106][cH:107]2)[c:108]2[cH:109][cH:110][cH:111][cH:112][cH:113]2)[cH:114][cH:115]1>>[c:2]1(-[c:17]2[c:16]([N+:13](=[O:14])[O-:15])[cH:21][c:20]([CH3:22])[cH:19][cH:18]2)[cH:3][cH:4][c:5]2[cH:6][n:7][c:8]([S:11][CH3:12])[n:9][n:10]12.